This data is from the Open Reaction Database (ORD), a public repository of structured organic reaction records. The task is: describe an organic reaction: reactants, conditions, products, and yield Starting materials: ICCC (1-iodopropane), ClC1=CC=C(C=C1)CC(=O)N(C1CCNCC1)C1=CC=C(C=C1)Cl (4-chloro-N-(4-chlorophenyl)-N-(4-piperidinyl)benzeneacetamide), C([O-])([O-])=O.[Na+].[Na+] (sodium carbonate), [I-].[K+] (potassium iodide), ICCC (1-iodopropane). Run in C(CCC)O (butanol). Yields the product ClC1=CC=C(C=C1)CC(=O)N(C1CCN(CC1)CCC)C1=CC=C(C=C1)Cl (4-chloro-N-(4-chlorophenyl)-N-(1-propyl-4-piperidinyl)benzeneacetamide). RXN SMILES: [Cl:1][C:2]1[CH:7]=[CH:6][C:5]([CH2:8][C:9]([N:11]([C:18]2[CH:23]=[CH:22][C:21]([Cl:24])=[CH:20][CH:19]=2)[CH:12]2[CH2:17][CH2:16][NH:15][CH2:14][CH2:13]2)=[O:10])=[CH:4][CH:3]=1.C(=O)([O-])[O-].[Na+].[Na+].[I-].[K+].I[CH2:34][CH2:35][CH3:36]>C(O)CCC>[Cl:1][C:2]1[CH:3]=[CH:4][C:5]([CH2:8][C:9]([N:11]([C:18]2[CH:19]=[CH:20][C:21]([Cl:24])=[CH:22][CH:23]=2)[CH:12]2[CH2:17][CH2:16][N:15]([CH2:34][CH2:35][CH3:36])[CH2:14][CH2:13]2)=[O:10])=[CH:6][CH:7]=1 |f:1.2.3,4.5|. Procedure: To a stirred and refluxing mixture of 5 parts of 4-chloro-N-(4-chlorophenyl)-N-(4-piperidinyl)benzeneacetamide, 5 parts of sodium carbonate, 0.4 parts of potassium iodide and 200 parts of butanol is added 4.7 parts of 1-iodopropane and the whole is stirred and refluxed for 22 hours. Then a second portion of 4.5 parts of 1-iodopropane is added and stirring and refluxing is continued for 27h.30. The reaction mixture is cooled, filtered and the filtrate is evaporated. The semi-solid residue is diss... Reactants: CS(=O)(=O)C1=C(C=CC=C1)S(=O)(=O)OC=1C=C(C=C(C1)C)O (3-(2-methylsulfonylphenylsulfonyloxy)-5-methylphenol), CCCCP(CCCC)CCCC (tri-N-butylphosphine), OCC1(CC1)CO (1,1-dihydroxylmethylcyclopropane), N(=NC(=O)N1CCCCC1)C(=O)N1CCCCC1 (1,1′-(azodicarbonyl)dipiperidine). The solvent is O1CCCC1 (tetrahydrofuran), CCCCCC (hexane). Run at time 8 hour. Yields the product CC=1C=C(C=C(OCC(O)C2CC2)C1)OS(=O)(=O)C1=C(C=CC=C1)S(=O)(=O)C ([1-[5-Methyl-3-(2-methylsulfonylphenylsulfonyloxy)phenoxy]methyl]cyclopropylmethanol). Yield: 57.4%. Reaction SMILES: [CH3:1][S:2]([C:5]1[CH:10]=[CH:9][CH:8]=[CH:7][C:6]=1[S:11]([O:14][C:15]1[CH:16]=[C:17]([OH:22])[CH:18]=[C:19]([CH3:21])[CH:20]=1)(=[O:13])=[O:12])(=[O:4])=[O:3].[CH3:23]CCCP(CCCC)CCCC.[OH:36][CH2:37][C:38]1(CO)[CH2:40][CH2:39]1.N(C(N1CCCCC1)=O)=NC(N1CCCCC1)=O>O1CCCC1.CCCCCC>[CH3:21][C:19]1[CH:20]=[C:15]([O:14][S:11]([C:6]2[CH:7]=[CH:8][CH:9]=[CH:10][C:5]=2[S:2]([CH3:1])(=[O:3])=[O:4])(=[O:12])=[O:13])[CH:16]=[C:17]([CH:18]=1)[O:22][CH2:23][CH:37]([CH:38]1[CH2:40][CH2:39]1)[OH:36]. Reported procedure: To a solution of 3-(2-methylsulfonylphenylsulfonyloxy)-5-methylphenol (6.85 g, 20.0 mmol), as prepared in step a of Example 8, tri-N-butylphosphine (6.1 g, 30 mmol) and 1,1-dihydroxylmethylcyclopropane (5.1 g, 50 mmol), as prepared in the preceding step, in tetrahydrofuran (200 mL) was added 1,1′-(azodicarbonyl)dipiperidine (7.6 g, 30 mmol). The mixture was stirred at room temperature overnight, hexane (300 mL) was added to the mixture and the precipitates were removed by filtration. The filtrat...